Task: describe an organic reaction: reactants, conditions, products, and yield. Dataset: the Open Reaction Database (ORD), a public repository of structured organic reaction records Reactants: Cc1ccccc1, ClCCCl, [N-]=[N+]=CC(=O)OCC=Cc1c(F)cc(NC(=O)OCc2ccccc2)cc1F. The product is O=C(Nc1cc(F)c(C2C3COC(=O)C32)c(F)c1)OCc1ccccc1. Reaction SMILES: [CH3:33][c:34]1[cH:35][cH:36][cH:37][cH:38][cH:39]1.[Cl:29][CH2:30][CH2:31][Cl:32].[N+:1](=[N-:2])=[CH:3][C:4](=[O:5])[O:6][CH2:7][CH:8]=[CH:9][c:10]1[c:11]([F:28])[cH:12][c:13]([NH:17][C:18](=[O:19])[O:20][CH2:21][c:22]2[cH:23][cH:24][cH:25][cH:26][cH:27]2)[cH:14][c:15]1[F:16]>>[CH:3]12[C:4](=[O:5])[O:6][CH2:7][CH:8]1[CH:9]2[c:10]1[c:11]([F:28])[cH:12][c:13]([NH:17][C:18](=[O:19])[O:20][CH2:21][c:22]2[cH:23][cH:24][cH:25][cH:26][cH:27]2)[cH:14][c:15]1[F:16]. Reactants: C(#N)C1=CC2=CC=CC(=C2CC1)OC (2-cyano-5-methoxy-3,4-dihydronaphthalene), [H-].[Al+3].[Li+].[H-].[H-].[H-] (lithium aluminum hydride), Cl (HCl), O (Water). Run in O1CCCC1 (tetrahydrofuran), O1CCCC1 (tetrahydrofuran), C(C)O (ethanol). Yields the product Cl.NCC1CC2=CC=CC(=C2CC1)OC (2-aminomethyl-5-methoxy-1,2,3,4-tetrahydronaphthalene hydrochloride). Reaction SMILES: [C:1]([C:3]1[CH2:12][CH2:11][C:10]2[C:5](=[CH:6][CH:7]=[CH:8][C:9]=2[O:13][CH3:14])[CH:4]=1)#[N:2].[H-].[Al+3].[Li+].[H-].[H-].[H-].O.[ClH:22]>O1CCCC1.C(O)C>[ClH:22].[NH2:2][CH2:1][CH:3]1[CH2:12][CH2:11][C:10]2[C:5](=[CH:6][CH:7]=[CH:8][C:9]=2[O:13][CH3:14])[CH2:4]1 |f:1.2.3.4.5.6,11.12|. Procedure details: A solution of the compound obtained in step (v) above (9.2 g, 0.05 mol) in anhydrous tetrahydrofuran (150 ml) is added dropwise to a mixture of lithium aluminum hydride (3.8 g, 0.1 mol) and anhydrous tetrahydrofuran (50 ml) under nitrogen atmosphere. The reaction mixture is heated to the reflux temperature for 4 hours, and then cooled. Water (40 ml) is added thereto and the reaction mixture is extracted with ethyl acetate (2×300 ml). The organic phase is dried over sodium sulfate, filtered and c... Starting materials: C1(CC1)CN1[C@H]2[C@H]3C[C@@H]([C@@H]([C@H]4[C@@]3(C3=C(C(=C5C(=C3C2)CC5)O)O4)CC1)O)[C@@](C)(C(C)(C)C)O (17-cyclopropylmethyl-7α-[(2S)-3,3-dimethyl-2-hydroxybutan-2-yl]-4,5α-epoxy-3,6-dihydroxy-6α,14α-ethanomorphinan), using compound 20, C[C@]([C@H]1C[C@@]23CC[C@]1([C@H]4[C@@]25CCN([C@@H]3CC6=C5C(=C(C=C6)O)O4)CC7CC7)OC)(C(C)(C)C)O (buprenorphine). Yields the product CC([C@@](C)(O)[C@@H]1[C@@H]([C@H]2[C@]34C5=C(C(=C6C(=C5C[C@H]([C@H]3C1)N(CC4)C)CC6)O)O2)O)(C)C (7α-[(2S)-3,3-dimethyl-2-hydroxybutan-2-yl]-4,5α-epoxy-3,6-dihydroxy-17-methyl-6α,14α-ethanomorphinan). The yield is 82.5%. RXN SMILES: C1([CH2:4][N:5]2[CH2:25][CH2:24][C@@:12]34[C:13]5[C:18]6[CH2:19][C@@H:6]2[C@H:7]3[CH2:8][C@H:9]([C@:27]([OH:33])([C:29]([CH3:32])([CH3:31])[CH3:30])[CH3:28])[C@H:10]([OH:26])[C@@H:11]4[O:23][C:14]=5[C:15]([OH:22])=[C:16]2[CH2:21][CH2:20][C:17]2=6)CC1.C[C@@](O)(C(C)(C)C)[C@@H]1[C@]2(OC)[C@@H]3OC4=C(O)C=CC5=C4[C@]43CCN(CC3CC3)[C@H](C5)[C@@]4(CC2)C1>>[CH3:30][C:29]([CH3:32])([CH3:31])[C@:27]([C@H:9]1[CH2:8][C@H:7]2[C@@:12]34[CH2:24][CH2:25][N:5]([CH3:4])[C@@H:6]2[CH2:19][C:18]2[C:13]3=[C:14]([O:23][C@H:11]4[C@H:10]1[OH:26])[C:15]([OH:22])=[C:16]1[CH2:21][CH2:20][C:17]1=2)([OH:33])[CH3:28]. Procedure: Compound 21 was synthesized similar to the procedure described in Example 1 for the preparation of compound 2 using compound 20 rather than compound 1. After isolation, 3.76 g of compound 21 (82.5%) was obtained with a purity of 92.7% as an off-white solid A sample was further purified by column chromatography to afford compound 21 in >99% purity as a white solid. The reactants are CN(C=NS(=O)(=O)C=1SC(=CC1)Br)C (N,N-dimethyl-N'-(5-bromothiophene-2-sulfonyl)formamidine), O[C@@H]1CC[C@H](CC1)S (Trans-4-Hydroxycyclohexylmercaptan), [H-].[Na+] (NaH). The solvent is CN(C)C=O (DMF), CN(C)C=O (DMF). Conditions: time 8 hour. Product: O[C@@H]1CC[C@H](CC1)SC1=CC=C(S1)S(=O)(=O)N (5-(trans-4-Hydroxycyclohexylthio)thiophene-2-sulfonamide). RXN SMILES: [OH:1][C@H:2]1[CH2:7][CH2:6][C@H:5]([SH:8])[CH2:4][CH2:3]1.[H-].[Na+].CN(C)C=[N:14][S:15]([C:18]1[S:19][C:20](Br)=[CH:21][CH:22]=1)(=[O:17])=[O:16]>CN(C=O)C>[OH:1][C@H:2]1[CH2:7][CH2:6][C@H:5]([S:8][C:20]2[S:19][C:18]([S:15]([NH2:14])(=[O:17])=[O:16])=[CH:22][CH:21]=2)[CH2:4][CH2:3]1 |f:1.2|. Reported procedure: Trans-4-Hydroxycyclohexylmercaptan (9.92 g, 0.075 mol) in DMF (10 ml) was added dropwise to a stirred mixture of NaH (3.45 g, 50 % oil, 0.075 mol) and DMF (40 ml). When gas evolution was complete, N,N-dimethyl-N'-(5-bromothiophene-2-sulfonyl)formamidine (14.85 g, 0.05 mol) was added in one portion, rinsed in with DMF (10 ml) and the resulting mixture was heated on the steam bath for 1 hour. The DMF was removed under reduced pressure and the residue was stirred with methanol (50 ml) and 10% sodiu... Reactants: ClC=1C=CC(=C(C=O)C1)OCC(OCC)OCC (5-chloro-2-(2,2-diethoxyethoxy)benzaldehyde). The solvent is C(C)(=O)O (acetic acid). Yields the product ClC=1C=CC2=C(C=C(O2)C=O)C1 (5-chlorobenzofuran-2-carbaldehyde). The yield is 20.2%. Reaction SMILES: [Cl:1][C:2]1[CH:3]=[CH:4][C:5]([O:10][CH2:11][CH:12]([O:16]CC)OCC)=[C:6]([CH:9]=1)[CH:7]=O>C(O)(=O)C>[Cl:1][C:2]1[CH:3]=[CH:4][C:5]2[O:10][C:11]([CH:12]=[O:16])=[CH:7][C:6]=2[CH:9]=1. Procedure: A stirred solution of 33 (4.10 g, 15.07 mmol) in acetic acid (20 mL) was refluxed for 24 h. After cooling, the solution was evaporated to dryness. The crude product was adsorbed on silica gel and purified by flash chromatography, eluting with hexane/EtOAc (4:1) to give 34 (550 mg, 20%) as a white solid. 1H NMR (500 MHz, CDCl3): δ: 9.91 (1H, s, CHO), 7.76 (1H, d, J=1.85 Hz, ArH), 7.57 (1H, d, J=8.90 Hz, ArH), 7.53 (1H, s, ArH), 7.50 (1H, dd, J=8.90 & 2.10 Hz, ArH).